This data is from the Open Reaction Database (ORD), a public repository of structured organic reaction records. The task is: describe an organic reaction: reactants, conditions, products, and yield The reactants are aqueous solution, [OH-].[K+] (potassium hydroxide), BrC1=C(C2=C(S1)C=C(C=C2)OC(C(C)(C)C)=O)Br (2,2-dimethyl-propionic acid 2,3-dibromo-benzo[b]thiophen-6-yl ester). The solvent is C(C)O (ethanol). Yields the product BrC1=C(C2=C(S1)C=C(C=C2)O)Br (2,3-dibromo-benzo[b]thiophen-6-ol). Isolated yield 101.0%. Reaction SMILES: [Br:1][C:2]1[S:6][C:5]2[CH:7]=[C:8]([O:11]C(=O)C(C)(C)C)[CH:9]=[CH:10][C:4]=2[C:3]=1[Br:18].[OH-].[K+]>C(O)C>[Br:1][C:2]1[S:6][C:5]2[CH:7]=[C:8]([OH:11])[CH:9]=[CH:10][C:4]=2[C:3]=1[Br:18] |f:1.2|. Reported procedure: Dissolve 2,2-dimethyl-propionic acid 2,3-dibromo-benzo[b]thiophen-6-yl ester (32 g, 82 mmol) in ethanol (725 mL), add 50% aqueous solution of potassium hydroxide (39 mL, 328 mmol) and heat to reflux for 4 hours. Concentrate in vacuo to ½ volume, partition between ethyl acetate (500 mL) and saturated aqueous ammonium chloride (500 mL), separate layers, wash organic with saturated aqueous ammonium chloride (2×500 mL), and brine (300 mL). Dry with sodium sulfate, filter, and concentrate in vacuo to... RXN SMILES: [CH3:24][C:25]([Cl:26])=[O:27].[H-:22].[Na+:23].[O:28]=[CH:29][N:30]([CH3:31])[CH3:32].[n:1]1[cH:2][nH:3][c:4](-[c:6]2[cH:7][c:8](-[n:12]3[n:13][cH:14][c:15]4[c:16]3[n:17][cH:18][n:19][c:20]4[NH2:21])[cH:9][cH:10][cH:11]2)[cH:5]1>>[n:1]1([C:25]([CH3:24])=[O:27])[cH:2][n:3][c:4](-[c:6]2[cH:7][c:8](-[n:12]3[n:13][cH:14][c:15]4[c:16]3[n:17][cH:18][n:19][c:20]4[NH2:21])[cH:9][cH:10][cH:11]2)[cH:5]1. The reactants are CC(=O)Cl, [H-], [Na+], CN(C)C=O, Nc1ncnc2c1cnn2-c1cccc(-c2cnc[nH]2)c1. The product is CC(=O)n1cnc(-c2cccc(-n3ncc4c(N)ncnc43)c2)c1. The reactants are NC=1C(=C2C(=CC(=CC2=CC1)S(=O)(=O)O)O)N=NC1=C(C=C(C=C1)N)S(=O)(=O)O (6-amino-5-(4-amino-2-sulfophenylazo)-4-hydroxy-2-naphthalenesulfonic acid), [Na][Na] (disodium), [OH-].[Na+] (sodium hydroxide), [N+](=O)([O-])C1=CC=C(C(=O)Cl)C=C1 (p-nitrobenzoyl chloride). The reagents and catalysts are CCOCC (ether). Solvent: C(C)(=O)O (acetic acid). Run at time 3.5 minute. Product: NC=1C(=C2C(=CC(=CC2=CC1)S(=O)(=O)O)O)N=NC1=C(C=C(C=C1)NC(C1=CC=C(C=C1)[N+](=O)[O-])=O)S(=O)(=O)O (6-amino-4-hydroxy-5-[4-(p-nitrobenzamido)-2-sulfophenylazo]-2-naphthalenesulfonic acid), [Na][Na] (disodium). As a reaction SMILES: [NH2:1][C:2]1[C:3]([N:17]=[N:18][C:19]2[CH:24]=[CH:23][C:22]([NH2:25])=[CH:21][C:20]=2[S:26]([OH:29])(=[O:28])=[O:27])=[C:4]2[C:9](=[CH:10][CH:11]=1)[CH:8]=[C:7]([S:12]([OH:15])(=[O:14])=[O:13])[CH:6]=[C:5]2[OH:16].[Na:30][Na:31].[OH-].[Na+].[N+:34]([C:37]1[CH:45]=[CH:44][C:40]([C:41](Cl)=[O:42])=[CH:39][CH:38]=1)([O-:36])=[O:35]>CCOCC.C(O)(=O)C>[NH2:1][C:2]1[C:3]([N:17]=[N:18][C:19]2[CH:24]=[CH:23][C:22]([NH:25][C:41](=[O:42])[C:40]3[CH:39]=[CH:38][C:37]([N+:34]([O-:36])=[O:35])=[CH:45][CH:44]=3)=[CH:21][C:20]=2[S:26]([OH:29])(=[O:28])=[O:27])=[C:4]2[C:9](=[CH:10][CH:11]=1)[CH:8]=[C:7]([S:12]([OH:15])(=[O:14])=[O:13])[CH:6]=[C:5]2[OH:16].[Na:30][Na:31] |f:2.3|. Procedure: A solution of 2.0 g of 6-amino-5-(4-amino-2-sulfophenylazo)-4-hydroxy-2-naphthalenesulfonic acid, disodium salt in 14.0 ml of N sodium hydroxide is treated with 2.0 g of p-nitrobenzoyl chloride and a few drops of ether. The reaction mixture is shaken for 3 to 4 minutes and then another 7 ml portion of base is added to the reaction mixture. After shaking for 15 minutes the procedure is repeated with an additional 7 ml portion of base. Finally the reaction mixture is acidified with 2 ml of glacial... Reactants: C(C1=CC=CC=C1)N(CCNC)C (N-benzyl-N,N'-dimethylethylenediamine), [Br-] (bromide), C([O-])([O-])=O.[Na+].[Na+] (sodium carbonate), C1(=CC=CC=C1)CCBr (2-phenylethylbromide). The product is C(C1=CC=CC=C1)N(CCN(CCC1=CC=CC=C1)C)C (N-benzyl-N,N'-dimethyl-N'-(2-phenylethyl)ethylenediamine). As a reaction SMILES: [CH2:1]([N:8]([CH3:13])[CH2:9][CH2:10][NH:11][CH3:12])[C:2]1[CH:7]=[CH:6][CH:5]=[CH:4][CH:3]=1.C(=O)([O-])[O-].[Na+].[Na+].[C:20]1([CH2:26][CH2:27]Br)[CH:25]=[CH:24][CH:23]=[CH:22][CH:21]=1.[Br-]>>[CH2:1]([N:8]([CH3:13])[CH2:9][CH2:10][N:11]([CH3:12])[CH2:27][CH2:26][C:20]1[CH:25]=[CH:24][CH:23]=[CH:22][CH:21]=1)[C:2]1[CH:7]=[CH:6][CH:5]=[CH:4][CH:3]=1 |f:1.2.3|. Procedure details: A mixture of 0.900 gm N-benzyl-N,N'-dimethylethylenediamine, 1.10 gm powdered sodium carbonate and 0.75 ml of 2-phenylethylbromide is refluxed for 5 hours. An additional 0.25 ml of bromide is added during this time. The reaction mixture is then cooled and filtered. The filterate is concentrated in vacuo and the residue chromatographed on silica gel using an eluent of CH2Cl2 /CH3OH/NH4OH (97/3/0.3) to yield 0.875 gm of N-benzyl-N,N'-dimethyl-N'-(2-phenylethyl)ethylenediamine. Reactants: O=[N+]([O-])c1ccccc1S(=O)(=O)Cl, CCOC(=O)CCc1ccc(N)cc1F, c1ccncc1. Product: CCOC(=O)CCc1ccc(NS(=O)(=O)c2ccccc2[N+](=O)[O-])cc1F. Reaction SMILES: [N+:16](=[O:17])([O-:18])[c:19]1[c:20]([S:25](=[O:26])(=[O:27])[Cl:28])[cH:21][cH:22][cH:23][cH:24]1.[NH2:1][c:2]1[cH:3][c:4]([F:15])[c:5]([CH2:8][CH2:9][C:10](=[O:11])[O:12][CH2:13][CH3:14])[cH:6][cH:7]1.[cH:29]1[cH:30][cH:31][n:32][cH:33][cH:34]1>>[NH:1]([c:2]1[cH:3][c:4]([F:15])[c:5]([CH2:8][CH2:9][C:10](=[O:11])[O:12][CH2:13][CH3:14])[cH:6][cH:7]1)[S:25]([c:20]1[c:19]([N+:16](=[O:17])[O-:18])[cH:24][cH:23][cH:22][cH:21]1)(=[O:26])=[O:27]. The reactants are C(=O)OCC (ethyl formate), Cl (hydrochloric acid), C1(=CC=CC=C1)C1(CCC(CC1)=O)C1=CC=CC=C1 (4,4-Diphenylcyclohexanone), CC(C)(C)[O-].[K+] (potassium tert-butylate). Run in O (water), C(C)(=O)OCC (ethyl acetate), C(C)(C)(C)O (tert-butanol), C(C)(C)(C)O (tert-butanol). Reaction conditions: temperature 50 celsius, time 8 hour. Product: C1(=CC=CC=C1)C1(CC(C(CC1)=O)C=O)C1=CC=CC=C1 (4,4-Diphenyl-2-formylcyclohexanone). The yield is 107.9%. RXN SMILES: [C:1]1([C:7]2([C:14]3[CH:19]=[CH:18][CH:17]=[CH:16][CH:15]=3)[CH2:12][CH2:11][C:10](=[O:13])[CH2:9][CH2:8]2)[CH:6]=[CH:5][CH:4]=[CH:3][CH:2]=1.C[C:21]([O-:24])(C)C.[K+].C(OCC)=O.Cl>C(O)(C)(C)C.O.C(OCC)(=O)C>[C:1]1([C:7]2([C:14]3[CH:19]=[CH:18][CH:17]=[CH:16][CH:15]=3)[CH2:8][CH2:9][C:10](=[O:13])[CH:11]([CH:21]=[O:24])[CH2:12]2)[CH:2]=[CH:3][CH:4]=[CH:5][CH:6]=1 |f:1.2|. Procedure details: 4,4-Diphenylcyclohexanone (40 g) is added to a solution of potassium tert-butylate (66.5 g) in tert-butanol (500 cc), and a solution of ethyl formate (47.6 cc) in tert-butanol (500 cc) is then added dropwise. The reaction mixture is stirred at 50° C. for 8 hours, then cooled and diluted with water (3000 cc) and ethyl acetate (750 cc) and acidified to pH 2 with 4N hydrochloric acid. The aqueous phase is extracted with ethyl acetate (2×250 cc) and the combined organic phases are washed with water ... The reactants are C1(CCCC1)N1C2=C(C3=C1N=C(N=C3)NC3=C(C=C(C=N3)N3CCN(CC3)C(=O)OC(C)(C)C)C)C=CN=C2 (1,1-dimethylethyl 4-(6-((9-cyclopentyl-9H-pyrido[4′,3′:4,5]pyrrolo[2,3-d]pyrimidin-2-yl)amino)-5-methyl-3-pyridinyl)-1-piperazinecarboxylate), C(=O)(C(F)(F)F)O (TFA). Solvent: C(Cl)Cl (DCM), O (water). Conditions: temperature 40 celsius, time 30 minute. The product is C1(CCCC1)N1C2=C(C3=C1N=C(N=C3)NC3=NC=C(C=C3C)N3CCNCC3)C=CN=C2 (9-cyclopentyl-N-(3-methyl-5-(1-piperazinyl)-2-pyridinyl)-9H-pyrido[4′,3′:4,5]pyrrolo[2,3-d]pyrimidin-2-amine). The yield is 40.7%. As a reaction SMILES: [CH:1]1([N:6]2[C:10]3[N:11]=[C:12]([NH:15][C:16]4[N:21]=[CH:20][C:19]([N:22]5[CH2:27][CH2:26][N:25](C(OC(C)(C)C)=O)[CH2:24][CH2:23]5)=[CH:18][C:17]=4[CH3:35])[N:13]=[CH:14][C:9]=3[C:8]3[CH:36]=[CH:37][N:38]=[CH:39][C:7]2=3)[CH2:5][CH2:4][CH2:3][CH2:2]1.C(O)(C(F)(F)F)=O>C(Cl)Cl.O>[CH:1]1([N:6]2[C:10]3[N:11]=[C:12]([NH:15][C:16]4[C:17]([CH3:35])=[CH:18][C:19]([N:22]5[CH2:27][CH2:26][NH:25][CH2:24][CH2:23]5)=[CH:20][N:21]=4)[N:13]=[CH:14][C:9]=3[C:8]3[CH:36]=[CH:37][N:38]=[CH:39][C:7]2=3)[CH2:2][CH2:3][CH2:4][CH2:5]1. Reported procedure: Compound 78 (0.100 g, 0.189 mmol) was dissolved in DCM (3 mL) followed by TFA (1 mL) and stirred at 40° C. in a water bath for 30 min. Concentration under vacuum provided a yellowish oil which was partially dissolved in water and then filtered. The filtrate was purified by preparative RP-HPLC eluting with a gradient of 5% MeCN/water/0.1% TFA-30% MeCN/water/0.1% TFA to yield compound 76 as a yellow solid (33 mg). 1H NMR (500 MHz, DMSO-d6) δ 10.18 (1H, s), 9.51 (1H, s), 9.31 (1H, s), 8.95 (2H, br ...